This data is from the Open Reaction Database (ORD), a public repository of structured organic reaction records. The task is: describe an organic reaction: reactants, conditions, products, and yield Reactants: O (water), [H-].[Na+] (sodium hydride), C(C1=CC=CC=C1)Br (benzyl bromide), NC1=CC(=C(C(=O)OC)C=C1Cl)O (4-amino-5-chloro-2-hydroxybenzoic acid, methyl ester). Solvent: CN(C=O)C (N,N-dimethylformamide). Run at time 1 hour. The product is NC1=CC(=C(C(=O)O)C=C1Cl)OCC1=CC=CC=C1 (4-Amino-5-chloro-2-(phenylmethoxy)benzoic acid). Isolated yield 61.2%. Reaction SMILES: [H-].[Na+].[NH2:3][C:4]1[C:13]([Cl:14])=[CH:12][C:7]([C:8]([O:10]C)=[O:9])=[C:6]([OH:15])[CH:5]=1.[CH2:16](Br)[C:17]1[CH:22]=[CH:21][CH:20]=[CH:19][CH:18]=1.O>CN(C)C=O>[NH2:3][C:4]1[C:13]([Cl:14])=[CH:12][C:7]([C:8]([OH:10])=[O:9])=[C:6]([O:15][CH2:16][C:17]2[CH:22]=[CH:21][CH:20]=[CH:19][CH:18]=2)[CH:5]=1 |f:0.1|. Procedure details: A cooled (0°) suspension of 60% sodium hydride/oil dispersion (7.2 g, 180 mmol) in anhydrous N,N-dimethylformamide (200 mL) under nitrogen was treated in portions with 4-amino-5-chloro-2-hydroxybenzoic acid, methyl ester (30.24 g, 150 mmol) so as to keep the pot temperature below 20° C. After one hour at 40° C., the mixture was treated with benzyl bromide (30.8 g, 180 mmol) and heated to 100°±5° C. for one hour, then cooled to room temperature and added to water (600 mL). The aqueous solution wa... Starting materials: BrC=1C=C2C3=CC=CC=C3C3=C(C2=C2C=CC=CC12)C=CC=C3 (10-bromobenzo[g]chrysene), CCOCC (ether), B(OC(C)C)(OC(C)C)OC(C)C (triisopropyl borate), aqueous solution, Cl (hydrochloric acid), CCOCC (ether), CCCCCC.C(CCC)[Li] (n-butyllithium hexane). Conditions: temperature -40 celsius, time 1 hour. The product is C1=CC=CC2=C1C1=C3C=CC=CC3=C(C=C1C1=CC=CC=C21)B(O)O (benzo[g]chrysene-10-boronic acid). Isolated yield 60.0%. As a reaction SMILES: Br[C:2]1[CH:3]=[C:4]2[C:13](=[C:14]3[C:19]=1[CH:18]=[CH:17][CH:16]=[CH:15]3)[C:12]1[CH:20]=[CH:21][CH:22]=[CH:23][C:11]=1C1[C:5]2=[CH:6][CH:7]=[CH:8]C=1.CCO[CH2:27][CH3:28].CCCCCC.C([Li])CCC.Cl.[B:41](OC(C)C)([O:46]C(C)C)[O:42]C(C)C>>[CH:21]1[C:20]2[C:2]3[C:3]([C:4]4[C:13]([C:12]=2[CH:11]=[CH:23][CH:22]=1)=[CH:8][CH:7]=[CH:6][CH:5]=4)=[CH:28][C:27]([B:41]([OH:46])[OH:42])=[C:14]1[C:19]=3[CH:18]=[CH:17][CH:16]=[CH:15]1 |f:2.3|. Procedure: Under an argon atmosphere, 5.87 g of 10-bromobenzo[g]chrysene which had been prepared in Synthesis Example 2 was placed in a flask and 100 mL of dehydrated ether was added to this flask. The reaction solution was cooled to −40° C. and 11 ml of 1.6M n-butyllithium hexane solution was added. After heating to 0° C., the resultant was stirred for 1 hour. The reaction solution was cooled to −60° C. and 10 mL of dehydrated ether solution in which 7.72 g of triisopropyl borate was dissolved was added. ... The reactants are CCOC(=O)C (EtOAc), CN1N=CC=C1B1OC(C)(C)C(C)(C)O1 (1-methyl-1H-pyrazole-5-boronic acid pinacol ester), C(C1=CC=CC=C1)OC1=C(C=CC(=C1)Br)F (2-benzyloxy-4-bromo-1-fluoro-benzene), C([O-])([O-])=O.[Na+].[Na+] (sodium carbonate). Reagents/catalysts: C1([P]([Pd][P](C2=CC=CC=C2)(C3=CC=CC=C3)C4=CC=CC=C4)(C5=CC=CC=C5)C6=CC=CC=C6)=CC=CC=C1 (bis(triphenylphosphine)palladium). Solvent: O (water), CC#N (MeCN), O (water). Conditions: temperature 100 celsius. Product: C(C1=CC=CC=C1)OC=1C=C(C=CC1F)C1=CC=NN1C (5-(3-benzyloxy-4-fluoro-phenyl)-1-methyl-pyrazole). Yield: 74.8%. Reaction SMILES: [CH3:1][N:2]1[C:6](B2OC(C)(C)C(C)(C)O2)=[CH:5][CH:4]=[N:3]1.[CH2:16]([O:23][C:24]1[CH:29]=[C:28](Br)[CH:27]=[CH:26][C:25]=1[F:31])[C:17]1[CH:22]=[CH:21][CH:20]=[CH:19][CH:18]=1.C(=O)([O-])[O-].[Na+].[Na+].CCOC(C)=O>CC#N.O.C1(C=CC=CC=1)[P](C1C=CC=CC=1)(C1C=CC=CC=1)[Pd][P](C1C=CC=CC=1)(C1C=CC=CC=1)C1C=CC=CC=1>[CH2:16]([O:23][C:24]1[CH:29]=[C:28]([C:6]2[N:2]([CH3:1])[N:3]=[CH:4][CH:5]=2)[CH:27]=[CH:26][C:25]=1[F:31])[C:17]1[CH:18]=[CH:19][CH:20]=[CH:21][CH:22]=1 |f:2.3.4,^1:53,67|. Procedure: To a solution of 1-methyl-1H-pyrazole-5-boronic acid pinacol ester (1058.42 mg, 5.09 mmol) in MeCN (40 mL) and water (10 mL) was added 2-benzyloxy-4-bromo-1-fluoro-benzene [CAS: 1036724-54-5](1300 mg, 4.62 mmol), sodium carbonate (1470.8 mg, 13.88 mmol) and bis(triphenylphosphine)palladium (II) dichloride (164.24 mg, 0.2300 mmol). The reaction was then heated at 100° C. for 4 hours. The cooled reaction mixture was poured into EtOAc (70 mL) and water (100 mL). The organics were separated, and was... Reactants: C1=CC=CC=2C3=CC=CC=C3NC12 (Carbazole), BrCCCC#N (4-bromobutyronitrile). The product is C1=CC=CC=2C3=CC=CC=C3N(C12)CCCC#N (4-(9H-carbazol-9-yl)butanenitrile). As a reaction SMILES: [CH:1]1[C:13]2[NH:12][C:11]3[C:6](=[CH:7][CH:8]=[CH:9][CH:10]=3)[C:5]=2[CH:4]=[CH:3][CH:2]=1.Br[CH2:15][CH2:16][CH2:17][C:18]#[N:19]>>[CH:10]1[C:11]2[N:12]([CH2:15][CH2:16][CH2:17][C:18]#[N:19])[C:13]3[C:5](=[CH:4][CH:3]=[CH:2][CH:1]=3)[C:6]=2[CH:7]=[CH:8][CH:9]=1. Reported procedure: Carbazole (10 g, 0.060 mol) was reacted with 4-bromobutyronitrile (11.9 ml, 0.12 mol) by working in a similar manner to Example 1a). Reactants: C(#N)C1(CCSCC1)NC([C@H](CS(=O)(=O)CC1CC1)N[C@H](C(OC1=CC=C(C=C1)F)(F)F)C1=CC=C(C=C1)F)=O (N-(4-cyanotetrahydrothiopyran-4-yl)-3-cyclopropylmethanesulfonyl-2(R)-[2,2-difluoro-2-(4-fluorophenoxy)-1(S)-(4-fluorophenyl)ethylamino]propionamide), OOS(=O)[O-].[K+] (OXONE). Solvent: CO (MeOH), O (water). Reaction conditions: temperature 45 celsius, time 3 hour. Yields the product C(#N)C1(CCS(CC1)(=O)=O)NC([C@H](CS(=O)(=O)CC1CC1)N[C@H](C(OC1=CC=C(C=C1)F)(F)F)C1=CC=C(C=C1)F)=O (N-(4-cyano-1,1-dioxohexahydro-1λ6-thiopyran-4-yl)-3-cyclopropylmethanesulfonyl-2(R)-[2,2-difluoro-2-(4-fluorophenoxy)-1(S)-(4-fluorophenyl)ethylamino]-propionamide). Yield: 55.0%. As a reaction SMILES: [C:1]([C:3]1([NH:9][C:10](=[O:40])[C@@H:11]([NH:20][C@@H:21]([C:33]2[CH:38]=[CH:37][C:36]([F:39])=[CH:35][CH:34]=2)[C:22]([F:32])([F:31])[O:23][C:24]2[CH:29]=[CH:28][C:27]([F:30])=[CH:26][CH:25]=2)[CH2:12][S:13]([CH2:16][CH:17]2[CH2:19][CH2:18]2)(=[O:15])=[O:14])[CH2:8][CH2:7]S[CH2:5][CH2:4]1)#[N:2].OO[S:43]([O-:45])=[O:44].[K+]>CO.O>[C:1]([C:3]1([NH:9][C:10](=[O:40])[C@@H:11]([NH:20][C@@H:21]([C:33]2[CH:38]=[CH:37][C:36]([F:39])=[CH:35][CH:34]=2)[C:22]([F:32])([F:31])[O:23][C:24]2[CH:25]=[CH:26][C:27]([F:30])=[CH:28][CH:29]=2)[CH2:12][S:13]([CH2:16][CH:17]2[CH2:19][CH2:18]2)(=[O:15])=[O:14])[CH2:4][CH2:5][S:43](=[O:45])(=[O:44])[CH2:7][CH2:8]1)#[N:2] |f:1.2|. Procedure: To a solution of N-(4-cyanotetrahydrothiopyran-4-yl)-3-cyclopropylmethanesulfonyl-2(R)-[2,2-difluoro-2-(4-fluorophenoxy)-1(S)-(4-fluorophenyl)ethylamino]propionamide (0.063 g, 0.1 mmol) in MeOH (10 ml) at 45° C., a solution of OXONE (0.3 mmol) in water (1 ml) was added. After stirring for 3 h at 45° C., the solvent was evaporated under vacuum and the residue was partitioned between DCM (15 ml) and water (15 ml). The organic phase was separated and the aqueous solution was extracted with DCM. The...